From a dataset of the Open Reaction Database (ORD), a public repository of structured organic reaction records. describe an organic reaction: reactants, conditions, products, and yield Reactants: OC1=CC=C(C=C1)C1=NOC(=C1)C(=O)N (3-(4-Hydroxy-phenyl)-isoxazole-5-carboxylic acid amide), OC1=CC=C(C=C1)C1=NOC(=C1)C(=O)N (3-(4-Hydroxy-phenyl)-isoxazole-5-carboxylic acid amide), C(=O)([O-])[O-].[K+].[K+] (K2CO3), ClCC1=C(C=CC=C1)C(F)(F)F (1-chloromethyl-2-trifluoromethyl-benzene). Reagents/catalysts: [I-].C(CCC)[N+](CCCC)(CCCC)CCCC (tetrabutylammonium iodide). Solvent: CN(C)C=O (DMF). Reaction conditions: temperature 40 celsius. Product: FC(C1=C(COC2=CC=C(C=C2)C2=NOC(=C2)C(=O)N)C=CC=C1)(F)F (3-[4-(2-trifluoromethyl-benzyloxy)-phenyl]-isoxazole-5-carboxylic acid amide). Isolated yield 1.8%. RXN SMILES: [OH:1][C:2]1[CH:7]=[CH:6][C:5]([C:8]2[CH:12]=[C:11]([C:13]([NH2:15])=[O:14])[O:10][N:9]=2)=[CH:4][CH:3]=1.C([O-])([O-])=O.[K+].[K+].Cl[CH2:23][C:24]1[CH:29]=[CH:28][CH:27]=[CH:26][C:25]=1[C:30]([F:33])([F:32])[F:31]>CN(C=O)C.[I-].C([N+](CCCC)(CCCC)CCCC)CCC>[F:31][C:30]([F:32])([F:33])[C:25]1[CH:26]=[CH:27][CH:28]=[CH:29][C:24]=1[CH2:23][O:1][C:2]1[CH:3]=[CH:4][C:5]([C:8]2[CH:12]=[C:11]([C:13]([NH2:15])=[O:14])[O:10][N:9]=2)=[CH:6][CH:7]=1 |f:1.2.3,6.7|. Procedure: 3-(4-Hydroxy-phenyl)-isoxazole-5-carboxylic acid amide (which may be prepared as described in Preparation of Intermediate 2; 40 mg, 0.196 mmol) was dissolved in DMF (1 mL). K2CO3 (19 mg, 0.14 mmol), tetrabutylammonium iodide (7 mg, 0.02 mmol), and 1-chloromethyl-2-trifluoromethyl-benzene (36 μL, 0.25 mmol) were added. The reaction mixture was heated at 40° C. for 14 h. The reaction mixture was partitioned between H2O (5 mL) and EtOAc (5 mL). The organic layer was dried (Na2SO4), filtered, evapor... Reactants: O (water), CN(C=O)C (dimethylformamide), ClC=1C=CC=2N(C1)C=C(N2)C(=O)O (6-chloroimidazo[1,2-a]pyridine-2-carboxylic acid), NC1=CC=CC=C1 (aniline). Solvent: ClCCl (dichloromethane), ClCCl (dichloromethane), S(=O)(Cl)Cl (thionyl chloride). Run at time 3 hour. Product: ClC=1C=CC=2N(C1)C=C(N2)C(=O)NC2=CC=CC=C2 (6-chloro-N-phenylimidazo[1,2-a]pyridine-2-carboxamide). RXN SMILES: CN(C)C=O.[Cl:6][C:7]1[CH:8]=[CH:9][C:10]2[N:11]([CH:13]=[C:14]([C:16]([OH:18])=O)[N:15]=2)[CH:12]=1.[NH2:19][C:20]1[CH:25]=[CH:24][CH:23]=[CH:22][CH:21]=1.O>ClCCl.S(Cl)(Cl)=O>[Cl:6][C:7]1[CH:8]=[CH:9][C:10]2[N:11]([CH:13]=[C:14]([C:16]([NH:19][C:20]3[CH:25]=[CH:24][CH:23]=[CH:22][CH:21]=3)=[O:18])[N:15]=2)[CH:12]=1. Reported procedure: 1 ml of dimethylformamide is added to a solution of 0.196 g of 6-chloroimidazo[1,2-a]pyridine-2-carboxylic acid in 3 ml of dichloromethane and 0.146 ml of thionyl chloride. The reaction mixture is stirred at ambient temperature for 3 hours. 0.273 ml of aniline is added and the mixture is stirred at ambient temperature for 22 hours. 20 ml of dichloromethane and 10 ml of water are added. After separation by settling, the organic phase is dried over magnesium sulfate, filtered and evaporated to dry... Run in O (water). Reported procedure: To a suspension of 7-aminonaphthalene-2-sulfonic acid, sodium salt (3 g, 12.2 mmol) in 70 mL of water is added solid NaOH (0.98 g, 24 mmol) at room temperature. The mixture is stirred for 30 minutes, and benzyl chloroformate (3.43 mL, 24 mmol) is then added. The resulting mixture is stirred over a period of 16 hours. The crude product is treated as in EXAMPLE 9, Part A, to give 4.18 g of crude N-CBz-7-aminonaphthalene-2-sulfonic acid, sodium salt. A mixture of the sulfonic acid, sodium salt (4.1... The product is C(=O)(OCC1=CC=CC=C1)NC1=CC=C2C=CC(=CC2=C1)S(=O)(=O)O (N-CBz-7-aminonaphthalene-2-sulfonic acid). Reactants: NC1=CC=C2C=CC(=CC2=C1)S(=O)(=O)O (7-aminonaphthalene-2-sulfonic acid), [Na] (sodium), ClC(=O)OCC1=CC=CC=C1 (benzyl chloroformate), crude product, [OH-].[Na+] (NaOH), [Na] (sodium). Conditions: time 30 minute. RXN SMILES: [NH2:1][C:2]1[CH:11]=[C:10]2[C:5]([CH:6]=[CH:7][C:8]([S:12]([OH:15])(=[O:14])=[O:13])=[CH:9]2)=[CH:4][CH:3]=1.[Na].[OH-].[Na+].Cl[C:20]([O:22][CH2:23][C:24]1[CH:29]=[CH:28][CH:27]=[CH:26][CH:25]=1)=[O:21]>O>[C:20]([NH:1][C:2]1[CH:11]=[C:10]2[C:5]([CH:6]=[CH:7][C:8]([S:12]([OH:15])(=[O:13])=[O:14])=[CH:9]2)=[CH:4][CH:3]=1)([O:22][CH2:23][C:24]1[CH:29]=[CH:28][CH:27]=[CH:26][CH:25]=1)=[O:21] |f:2.3,^1:15|. The reactants are CCCCC(CC)(CCC)C(=O)O, ClC(Cl)Cl, [N-]=[N+]=[N-], [Na+], [Na+], [OH-], O=S(=O)(O)O. Yields the product CCCCC(N)(CC)CCC. Reaction SMILES: [CH2:6]([CH3:7])[C:8]([C:9]([OH:10])=[O:11])([CH2:12][CH2:13][CH2:14][CH3:15])[CH2:16][CH2:17][CH3:18].[CH:25]([Cl:26])([Cl:27])[Cl:28].[N-:20]=[N+:21]=[N-:22].[Na+:19].[Na+:24].[OH-:23].[S:1](=[O:2])(=[O:3])([OH:4])[OH:5]>>[CH2:6]([CH3:7])[C:8]([CH2:12][CH2:13][CH2:14][CH3:15])([CH2:16][CH2:17][CH3:18])[NH2:20]. Reactants: COC(=O)C1SC(C(=O)OC(C)(C)C)N(C(=O)CNC(=O)Nc2cccc(C(C)C(=O)OCc3ccccc3)c2)C1c1ccccc1, CO, [Na+], [OH-]. The product is CC(C(=O)OCc1ccccc1)c1cccc(NC(=O)NCC(=O)N2C(C(=O)OC(C)(C)C)SC(C(=O)O)C2c2ccccc2)c1. Reaction SMILES: [CH2:1]([c:2]1[cH:3][cH:4][cH:5][cH:6][cH:7]1)[O:8][C:9](=[O:10])[CH:11]([CH3:12])[c:13]1[cH:14][c:15]([NH:19][C:20]([NH:21][CH2:22][C:23](=[O:24])[N:25]2[CH:26]([C:40](=[O:41])[O:42][C:43]([CH3:44])([CH3:45])[CH3:46])[S:27][CH:28]([C:36](=[O:37])[O:38][CH3:39])[CH:29]2[c:30]2[cH:31][cH:32][cH:33][cH:34][cH:35]2)=[O:47])[cH:16][cH:17][cH:18]1.[CH3:50][OH:51].[Na+:49].[OH-:48]>>[CH2:1]([c:2]1[cH:3][cH:4][cH:5][cH:6][cH:7]1)[O:8][C:9](=[O:10])[CH:11]([CH3:12])[c:13]1[cH:14][c:15]([NH:19][C:20]([NH:21][CH2:22][C:23](=[O:24])[N:25]2[CH:26]([C:40](=[O:41])[O:42][C:43]([CH3:44])([CH3:45])[CH3:46])[S:27][CH:28]([C:36](=[O:37])[OH:38])[CH:29]2[c:30]2[cH:31][cH:32][cH:33][cH:34][cH:35]2)=[O:47])[cH:16][cH:17][cH:18]1. Reactants: COc1ccc(C(=O)Nc2ccccc2OC)cc1, COc1ccc(P2(=S)SP(=S)(c3ccc(OC)cc3)S2)cc1, Cc1ccccc1. Product: COc1ccc(C(=S)Nc2ccccc2OC)cc1. Reaction SMILES: [CH3:1][O:2][c:3]1[cH:4][cH:5][c:6]([C:7](=[O:8])[NH:9][c:10]2[c:11]([O:16][CH3:17])[cH:12][cH:13][cH:14][cH:15]2)[cH:18][cH:19]1.[CH3:20][O:21][c:22]1[cH:23][cH:24][c:25]([P:26]2(=[S:29])[S:27][P:28]([c:30]3[cH:31][cH:32][c:33]([O:34][CH3:35])[cH:36][cH:37]3)(=[S:38])[S:39]2)[cH:40][cH:41]1.[CH3:42][c:43]1[cH:44][cH:45][cH:46][cH:47][cH:48]1>>[CH3:1][O:2][c:3]1[cH:4][cH:5][c:6]([C:7]([NH:9][c:10]2[c:11]([O:16][CH3:17])[cH:12][cH:13][cH:14][cH:15]2)=[S:29])[cH:18][cH:19]1. The reactants are C1CCOC1, ClCCl, COC(=O)CCC(C(N)=O)N1Cc2c(O)cccc2C1=O, OCc1ccc(OCCN2CCOCC2)cc1, CC(C)OC(=O)N=NC(=O)OC(C)C. Yields the product COC(=O)CCC(C(N)=O)N1Cc2c(OCc3ccc(OCCN4CCOCC4)cc3)cccc2C1=O. Reaction SMILES: [CH2:56]1[O:57][CH2:58][CH2:59][CH2:60]1.[Cl:1][CH2:2][Cl:3].[NH2:4][C:5]([CH:6]([CH2:7][CH2:8][C:9](=[O:10])[O:11][CH3:12])[N:13]1[C:14](=[O:23])[c:15]2[cH:16][cH:17][cH:18][c:19]([OH:22])[c:20]2[CH2:21]1)=[O:24].[O:25]1[CH2:26][CH2:27][N:28]([CH2:31][CH2:32][O:33][c:34]2[cH:35][cH:36][c:37]([CH2:40][OH:41])[cH:38][cH:39]2)[CH2:29][CH2:30]1.[O:42]=[C:43]([O:44][CH:45]([CH3:46])[CH3:47])[N:48]=[N:49][C:50]([O:51][CH:52]([CH3:53])[CH3:54])=[O:55]>>[NH2:4][C:5]([CH:6]([CH2:7][CH2:8][C:9](=[O:10])[O:11][CH3:12])[N:13]1[C:14](=[O:23])[c:15]2[cH:16][cH:17][cH:18][c:19]([O:22][CH2:40][c:37]3[cH:36][cH:35][c:34]([O:33][CH2:32][CH2:31][N:28]4[CH2:27][CH2:26][O:25][CH2:30][CH2:29]4)[cH:39][cH:38]3)[c:20]2[CH2:21]1)=[O:24]. Starting materials: CC1=NC2=CN=CC=C2C(O1)=O (2-Methyl-3-oxa-1,7-diaza-naphthalen-4-one), NC=1C(=CC=CC1)C (o-toluidine). The solvent is C(C)(=O)O (acetic acid). Product: CC=1N(C(C2=C(N1)C=NC=C2)=O)C2=C(C=CC=C2)C (2-Methyl-3-o-tolyl-3H-pyrido[3,4-d]pyrimidin-4-one). As a reaction SMILES: [CH3:1][C:2]1O[C:10](=[O:12])[C:9]2[C:4](=[CH:5][N:6]=[CH:7][CH:8]=2)[N:3]=1.[NH2:13][C:14]1[C:15]([CH3:20])=[CH:16][CH:17]=[CH:18][CH:19]=1>C(O)(=O)C>[CH3:1][C:2]1[N:13]([C:14]2[CH:19]=[CH:18][CH:17]=[CH:16][C:15]=2[CH3:20])[C:10](=[O:12])[C:9]2[CH:8]=[CH:7][N:6]=[CH:5][C:4]=2[N:3]=1. Procedure details: 2-Methyl-3-oxa-1,7-diaza-naphthalen-4-one (1.95 g, 12.0 mmol) was dissolved in acetic acid (30 mL) and o-toluidine (1.92 mL. 18 mmol) was added. The reaction was refluxed 7 hours, cooled and concentrated. The residue was taken up in ethyl acetate and extracted with water, saturated aqueous sodium bicarbonate, and brine. The organic layer was dried over magnesium sulfate and concentrated. The residue was flash chromatographed on silica gel (2×4 inches, packed in hexane) with elution proceeding as... Reactants: aqueous solution, CNC (dimethylamine), ClC=1C=C2N=CC(=NC2=CC1)OC1=CC=C(OC(C(=O)O)C)C=C1 (2-[4-(6-chloro-2-quinoxalyloxy)phenoxy]propionic acid). The product is ClC=1C=C2N=CC(=NC2=CC1)OC1=CC=C(OC(C(=O)O)C)C=C1.CNC (Dimethylamine 2-[4-(6-chloro-2-quinoxalyloxy)phenoxy]propionate). Yield: 91.0%. Reaction SMILES: [CH3:1][NH:2][CH3:3].[Cl:4][C:5]1[CH:6]=[C:7]2[C:12](=[CH:13][CH:14]=1)[N:11]=[C:10]([O:15][C:16]1[CH:27]=[CH:26][C:19]([O:20][CH:21]([CH3:25])[C:22]([OH:24])=[O:23])=[CH:18][CH:17]=1)[CH:9]=[N:8]2>>[Cl:4][C:5]1[CH:6]=[C:7]2[C:12](=[CH:13][CH:14]=1)[N:11]=[C:10]([O:15][C:16]1[CH:17]=[CH:18][C:19]([O:20][CH:21]([CH3:25])[C:22]([OH:24])=[O:23])=[CH:26][CH:27]=1)[CH:9]=[N:8]2.[CH3:1][NH:2][CH3:3] |f:2.3|. Procedure details: In 30 ml. of 10% aqueous solution of dimethylamine, 3.4 g. (0.01 mole) of 2-[4-(6-chloro-2-quinoxalyloxy)phenoxy]propionic acid was added. After a dissolution, excess of dimethylamine and water were removed by evaporating them by a rotary evaporator and the residue was dried in vacuum to obtain 3.5 g. (yield: 91%) of a pale yellow object product having a melting point of 63° to 67° C.